Dataset: the Open Reaction Database (ORD), a public repository of structured organic reaction records. Task: describe an organic reaction: reactants, conditions, products, and yield Starting materials: CO (methanol), C(C1=CC=CC=C1)OC(=O)N1CC(N(CC1)S(=O)(=O)N1CCC(CC1)C1=CN(C2=CC=C(C=C12)F)S(=O)(=O)CC[Si](C)(C)C)C(=O)O (4-benzyloxycarbonyl-1-{4-[5-fluoro-1-(2-trimethylsilylethanesulfonyl)indol-3-yl]piperidine-1-sulfonyl}piperazine-2-(RS)-carboxylic acid), C[Si](NO[Si](C)(C)C)(C)C (N,O-bis-trimethylsilyl hydroxylamine), C(C(=O)Cl)(=O)Cl (oxalyl chloride). The reagents and catalysts are CN(C)C=O (DMF). The solvent is C(Cl)Cl (methylene chloride). Reaction conditions: time 14 hour. Yields the product ONC(=O)C1N(CCN(C1)C(=O)OCC1=CC=CC=C1)S(=O)(=O)N1CCC(CC1)C1=CN(C2=CC=C(C=C12)F)S(=O)(=O)CC[Si](C)(C)C (N-hydroxy-4-benzyloxycarbonyl-1-{4-[5-fluoro-1-(2-trimethylsilylethanesulfonyl)-indol-3-yl]-piperidine-1-sulfonyl}piperazine-2-(RS)-carboxamide). Isolated yield 86.3%. RXN SMILES: [CH2:1]([O:8][C:9]([N:11]1[CH2:16][CH2:15][N:14]([S:17]([N:20]2[CH2:25][CH2:24][CH:23]([C:26]3[C:34]4[C:29](=[CH:30][CH:31]=[C:32]([F:35])[CH:33]=4)[N:28]([S:36]([CH2:39][CH2:40][Si:41]([CH3:44])([CH3:43])[CH3:42])(=[O:38])=[O:37])[CH:27]=3)[CH2:22][CH2:21]2)(=[O:19])=[O:18])[CH:13]([C:45](O)=[O:46])[CH2:12]1)=[O:10])[C:2]1[CH:7]=[CH:6][CH:5]=[CH:4][CH:3]=1.C(Cl)(=O)C(Cl)=O.C[Si](C)(C)[NH:56][O:57][Si](C)(C)C.CO>C(Cl)Cl.CN(C=O)C>[OH:57][NH:56][C:45]([CH:13]1[CH2:12][N:11]([C:9]([O:8][CH2:1][C:2]2[CH:7]=[CH:6][CH:5]=[CH:4][CH:3]=2)=[O:10])[CH2:16][CH2:15][N:14]1[S:17]([N:20]1[CH2:21][CH2:22][CH:23]([C:26]2[C:34]3[C:29](=[CH:30][CH:31]=[C:32]([F:35])[CH:33]=3)[N:28]([S:36]([CH2:39][CH2:40][Si:41]([CH3:43])([CH3:44])[CH3:42])(=[O:37])=[O:38])[CH:27]=2)[CH2:24][CH2:25]1)(=[O:18])=[O:19])=[O:46]. Procedure details: To a solution of 4-benzyloxycarbonyl-1-{4-[5-fluoro-1-(2-trimethylsilylethanesulfonyl)indol-3-yl]piperidine-1-sulfonyl}piperazine-2-(RS)-carboxylic acid (288 mg, 0.40 mmol), [prepared as described in Step 6 above] in methylene chloride (5 ml) at 0° C. were added a few drops of DMF and oxalyl chloride (89 ml, 1.0 mmol). The reaction mixture was warmed to RT over 1 h, and stirring was continued for an additional 14 h. The reaction mixture was concentrated in vacuo, redissolved in methylene chlorid... Starting materials: CC(=O)[O-], CC(=O)OC(C)=O, CC(=O)c1cccc(-c2ccccc2Cl)c1, [Na+], O=C1CSC(=O)N1, Cc1ccccc1C. The product is CC(=C1SC(=O)NC1=O)c1cccc(-c2ccccc2Cl)c1. As a reaction SMILES: [CH3:25][C:26](=[O:27])[O-:28].[CH3:29][C:30]([O:31][C:32](=[O:33])[CH3:34])=[O:35].[Cl:1][c:2]1[c:3](-[c:8]2[cH:9][c:10]([C:14]([CH3:15])=[O:16])[cH:11][cH:12][cH:13]2)[cH:4][cH:5][cH:6][cH:7]1.[Na+:24].[S:17]1[C:18](=[O:23])[NH:19][C:20](=[O:22])[CH2:21]1.[c:36]1([CH3:37])[c:38]([CH3:39])[cH:40][cH:41][cH:42][cH:43]1>>[Cl:1][c:2]1[c:3](-[c:8]2[cH:9][c:10]([C:14]([CH3:15])=[C:21]3[S:17][C:18](=[O:23])[NH:19][C:20]3=[O:22])[cH:11][cH:12][cH:13]2)[cH:4][cH:5][cH:6][cH:7]1. Reactants: O (water), )-isomer-dominant semi-chiral compound ( 4 ), FC(C=1C=C(C=C(C1)C(F)(F)F)C(C)N(C1=NC=C(C=N1)OCCSC)CC1=C(C=CC(=C1)C(F)(F)F)N(CC)C[C@@H]1CC[C@H](CC1)CC(=O)O)(F)F (trans-{4-[({2-[({1-[3,5-bis(trifluoromethyl)phenyl]ethyl}{5-[2-(methylthio)ethoxy]pyrimidin-2-yl}amino)methyl]-4-(trifluoromethyl)phenyl}(ethyl)amino)methyl]cyclohexyl}acetic acid), C(C1=CC=CC=C1)O (benzyl alcohol), CCN=C=NCCCN(C)C.Cl (WSC.HCl). Reagents/catalysts: CN(C)C=1C=CN=CC1 (DMAP). Run in ClC(C)Cl (dichloroethane). Reaction conditions: time 8 hour. Product: C(C1=CC=CC=C1)OC(C[C@@H]1CC[C@H](CC1)CN(CC)C1=C(C=C(C=C1)C(F)(F)F)CN(C1=NC=C(C=N1)OCCSC)C(C)C1=CC(=CC(=C1)C(F)(F)F)C(F)(F)F)=O (trans-{4-[({2-[({1-[3,5-bis(trifluoromethyl)phenyl]ethyl}{5-[2-(methylthio)ethoxy]pyrimidin-2-yl}amino)methyl]-4-(trifluoromethyl)phenyl}(ethyl)amino)methyl]cyclohexyl}acetic acid benzyl ester). Yield: 90.1%. As a reaction SMILES: [F:1][C:2]([F:53])([F:52])[C:3]1[CH:4]=[C:5]([CH:13]([N:15]([CH2:27][C:28]2[CH:33]=[C:32]([C:34]([F:37])([F:36])[F:35])[CH:31]=[CH:30][C:29]=2[N:38]([CH2:41][C@H:42]2[CH2:47][CH2:46][C@H:45]([CH2:48][C:49]([OH:51])=[O:50])[CH2:44][CH2:43]2)[CH2:39][CH3:40])[C:16]2[N:21]=[CH:20][C:19]([O:22][CH2:23][CH2:24][S:25][CH3:26])=[CH:18][N:17]=2)[CH3:14])[CH:6]=[C:7]([C:9]([F:12])([F:11])[F:10])[CH:8]=1.[CH2:54](O)[C:55]1[CH:60]=[CH:59][CH:58]=[CH:57][CH:56]=1.CCN=C=NCCCN(C)C.Cl.O>ClC(Cl)C.CN(C1C=CN=CC=1)C>[CH2:54]([O:50][C:49](=[O:51])[CH2:48][C@H:45]1[CH2:46][CH2:47][C@H:42]([CH2:41][N:38]([C:29]2[CH:30]=[CH:31][C:32]([C:34]([F:36])([F:37])[F:35])=[CH:33][C:28]=2[CH2:27][N:15]([CH:13]([C:5]2[CH:4]=[C:3]([C:2]([F:1])([F:52])[F:53])[CH:8]=[C:7]([C:9]([F:12])([F:11])[F:10])[CH:6]=2)[CH3:14])[C:16]2[N:17]=[CH:18][C:19]([O:22][CH2:23][CH2:24][S:25][CH3:26])=[CH:20][N:21]=2)[CH2:39][CH3:40])[CH2:43][CH2:44]1)[C:55]1[CH:60]=[CH:59][CH:58]=[CH:57][CH:56]=1 |f:2.3|. Procedure details: Under argon atmosphere, a solution of the (S)-isomer-dominant semi-chiral compound (4) of trans-{4-[({2-[({1-[3,5-bis(trifluoromethyl)phenyl]ethyl}{5-[2-(methylthio)ethoxy]pyrimidin-2-yl}amino)methyl]-4-(trifluoromethyl)phenyl}(ethyl)amino)methyl]cyclohexyl}acetic acid (744.1 g, 0.95 mol) obtained in Step 2 in anhydrous dichloroethane (11.6 L) was added with benzyl alcohol (113.1 g, 1.05 mol), WSC.HCl (200.5 g, 1.05 mol) and DMAP (11.9 g, 98 mmol) under ice cooling, and the mixture was stirred o... Starting materials: NC1=NC=NC(=C1C#N)N1CCC(CC1)C=1N(C=C(N1)C1=CC(=C(C=C1)F)C)CCNCC1CC1 (4-Amino-6-{4-[1-[2-(cyclopropylmethyl-amino)-ethyl]-4-(4-fluoro-3-methyl-phenyl)-1H-imidazol-2-yl]-piperidin-1-yl}-pyrimidine-5-carbonitrile), C1(CCCC1)N (cyclopentylamine). The product is NC1=NC=NC(=C1C#N)N1CCC(CC1)C=1N(C=C(N1)C1=CC(=C(C=C1)F)C)CCNC1CCCC1 (4-Amino-6-{4-[1-(2-cyclopentylamino-ethyl)-4-(4-fluoro-3-methyl-phenyl)-1H-imidazol-2-yl]-piperidin-1-yl}-pyrimidine-5-carbonitrile). RXN SMILES: [NH2:1][C:2]1[C:7]([C:8]#[N:9])=[C:6]([N:10]2[CH2:15][CH2:14][CH:13]([C:16]3[N:17]([CH2:29][CH2:30][NH:31][CH2:32][CH:33]4[CH2:35][CH2:34]4)[CH:18]=[C:19]([C:21]4[CH:26]=[CH:25][C:24]([F:27])=[C:23]([CH3:28])[CH:22]=4)[N:20]=3)[CH2:12][CH2:11]2)[N:5]=[CH:4][N:3]=1.[CH:36]1(N)CCCC1>>[NH2:1][C:2]1[C:7]([C:8]#[N:9])=[C:6]([N:10]2[CH2:11][CH2:12][CH:13]([C:16]3[N:17]([CH2:29][CH2:30][NH:31][CH:32]4[CH2:33][CH2:35][CH2:34][CH2:36]4)[CH:18]=[C:19]([C:21]4[CH:26]=[CH:25][C:24]([F:27])=[C:23]([CH3:28])[CH:22]=4)[N:20]=3)[CH2:14][CH2:15]2)[N:5]=[CH:4][N:3]=1. Procedure details: The title compound was prepared in an analogous manner as 4-Amino-6-{4-[1-[2-(cyclopropylmethyl-amino)-ethyl]-4-(4-fluoro-3-methyl-phenyl)-1H-imidazol-2-yl]-piperidin-1-yl}-pyrimidine-5-carbonitrile using cyclopentylamine instead of cyclopropylmethylamine. LC-MS: (M+1=489, obsd.=489). Reactants: CC(=O)O[BH-](OC(C)=O)OC(C)=O, CC(=O)O, C=O, Cn1c(C2CCNCC2)nc(-c2ccncc2)cc1=O, CO, [Na+]. The product is CN1CCC(c2nc(-c3ccncc3)cc(=O)n2C)CC1. Reaction SMILES: [C:21]([O:22][BH-:23]([O:24][C:25](=[O:26])[CH3:27])[O:28][C:29](=[O:30])[CH3:31])(=[O:32])[CH3:33].[C:37]([OH:38])(=[O:39])[CH3:40].[CH2:35]=[O:36].[CH3:1][n:2]1[c:3]([CH:15]2[CH2:16][CH2:17][NH:18][CH2:19][CH2:20]2)[n:4][c:5](-[c:9]2[cH:10][cH:11][n:12][cH:13][cH:14]2)[cH:6][c:7]1=[O:8].[CH3:41][OH:42].[Na+:34]>>[CH3:1][n:2]1[c:3]([CH:15]2[CH2:16][CH2:17][N:18]([CH3:21])[CH2:19][CH2:20]2)[n:4][c:5](-[c:9]2[cH:10][cH:11][n:12][cH:13][cH:14]2)[cH:6][c:7]1=[O:8]. Starting materials: BrC=1C(=NC=CC1)OC1=CC=C(C=C1)C(=O)C=1NC=2C(=NC=CC2)N1 ((4-(3-bromopyridin-2-yloxy)phenyl)(1H-imidazo[4,5-b]pyridin-2-yl)methanone), O1CCC(=CC1)B1OC(C(O1)(C)C)(C)C (2-(3,6-dihydro-2H-pyran-4-yl)-4,4,5,5-tetramethyl-1,3,2-dioxaborolane), trans-dichlorobis(triphenylphosphine) palladium (II), C([O-])([O-])=O.[Na+].[Na+] (sodium carbonate). Conditions: temperature 120 celsius. Reported procedure: To a glass microwave vial was added (4-(3-bromopyridin-2-yloxy)phenyl)(1H-imidazo[4,5-b]pyridin-2-yl)methanone (1.1099 g, 2.81 mmol), 2-(3,6-dihydro-2H-pyran-4-yl)-4,4,5,5-tetramethyl-1,3,2-dioxaborolane (1.180 g, 5.62 mmol), trans-dichlorobis(triphenylphosphine) palladium (II) (0.158 g, 0.225 mmol), and sodium carbonate (0.893 g, 8.43 mmol) in DMF (7.02 mL) and water (2.340 mL). The reaction mixture was stirred and heated in a Biotage Initiator microwave reactor at 120° C. for 20 min. The react... Product: O1CCC(=CC1)C=1C(=NC=CC1)OC1=CC=C(C=C1)C(=O)C=1NC=2C(=NC=CC2)N1 ((4-(3-(3,6-dihydro-2H-pyran-4-yl)pyridin-2-yloxy)phenyl)(1H-imidazo[4,5-b]pyridin-2-yl)methanone). Solvent: CN(C)C=O (DMF), O (water), O (water). As a reaction SMILES: Br[C:2]1[C:3]([O:8][C:9]2[CH:14]=[CH:13][C:12]([C:15]([C:17]3[NH:18][C:19]4[C:20]([N:25]=3)=[N:21][CH:22]=[CH:23][CH:24]=4)=[O:16])=[CH:11][CH:10]=2)=[N:4][CH:5]=[CH:6][CH:7]=1.[O:26]1[CH2:31][CH:30]=[C:29](B2OC(C)(C)C(C)(C)O2)[CH2:28][CH2:27]1.C(=O)([O-])[O-].[Na+].[Na+]>CN(C=O)C.O>[O:26]1[CH2:27][CH:28]=[C:29]([C:2]2[C:3]([O:8][C:9]3[CH:14]=[CH:13][C:12]([C:15]([C:17]4[NH:18][C:19]5[C:20]([N:25]=4)=[N:21][CH:22]=[CH:23][CH:24]=5)=[O:16])=[CH:11][CH:10]=3)=[N:4][CH:5]=[CH:6][CH:7]=2)[CH2:30][CH2:31]1 |f:2.3.4|. The reactants are CS(=O)(=O)c1ccc(C(COC(=O)OCCCCCO[N+](=O)[O-])=C(CO)c2ccccc2)cc1, CC=C(C)C, CCOC(C)=O, [O-][Cl+][O-], ClCCl, [Na+], O. Product: CS(=O)(=O)c1ccc(C(COC(=O)OCCCCCO[N+](=O)[O-])=C(C(=O)O)c2ccccc2)cc1. Reaction SMILES: [C:1]([O:2][CH2:3][C:4](=[C:5]([CH2:6][OH:7])[c:8]1[cH:9][cH:10][cH:11][cH:12][cH:13]1)[c:14]1[cH:15][cH:16][c:17]([S:20](=[O:21])(=[O:22])[CH3:23])[cH:18][cH:19]1)([O:24][CH2:25][CH2:26][CH2:27][CH2:28][CH2:29][O:30][N+:31](=[O:32])[O-:33])=[O:34].[CH3:40][C:41](=[CH:42][CH3:43])[CH3:44].[CH3:48][CH2:49][O:50][C:51]([CH3:52])=[O:53].[Cl+:36]([O-:37])[O-:38].[Cl:45][CH2:46][Cl:47].[Na+:39].[OH2:35]>>[C:1]([O:2][CH2:3][C:4](=[C:5]([C:6](=[O:7])[OH:37])[c:8]1[cH:9][cH:10][cH:11][cH:12][cH:13]1)[c:14]1[cH:15][cH:16][c:17]([S:20](=[O:21])(=[O:22])[CH3:23])[cH:18][cH:19]1)([O:24][CH2:25][CH2:26][CH2:27][CH2:28][CH2:29][O:30][N+:31](=[O:32])[O-:33])=[O:34].